From a dataset of the Open Reaction Database (ORD), a public repository of structured organic reaction records. describe an organic reaction: reactants, conditions, products, and yield Starting materials: ClCC1=CC(=C(OCC=2N=C(OC2C)C=2C=C(C(=O)OC)C=CC2)C=C1)OC (methyl 3-{4-[(4-chloromethyl-2-methoxyphenoxy)methyl]-5-methyl-1,3-oxazol-2-yl}benzoate), OC1=NN(C=C1C=O)C1=CC=CC=C1 (3-hydroxy-1-phenyl-1H-pyrazole-4-carbaldehyde), CN(C=O)C (N,N-dimethylformamide), [H-].[Na+] (sodium hydride). The solvent is O (Water). Reaction conditions: temperature 90 celsius, time 1 hour. The product is C(=O)C=1CN(N(C1)C1=CC=CC=C1)OCC1=CC(=C(OCC=2N=C(OC2C)C=2C=C(C(=O)OC)C=CC2)C=C1)OC (methyl 3-{4-[(4-{[(4-formyl-1-phenyl-1H-pyrazol-2-yl)oxy]methyl}-2-methoxyphenoxy)methyl]-5-methyl-1,3-oxazol-2-yl}benzoate). The yield is 77.0%. As a reaction SMILES: Cl[CH2:2][C:3]1[CH:26]=[CH:25][C:6]([O:7][CH2:8][C:9]2[N:10]=[C:11]([C:15]3[CH:16]=[C:17]([CH:22]=[CH:23][CH:24]=3)[C:18]([O:20][CH3:21])=[O:19])[O:12][C:13]=2[CH3:14])=[C:5]([O:27][CH3:28])[CH:4]=1.O[C:30]1[C:34]([CH:35]=[O:36])=[CH:33][N:32]([C:37]2[CH:42]=[CH:41][CH:40]=[CH:39][CH:38]=2)[N:31]=1.CN(C)C=[O:46].[H-].[Na+]>O>[CH:35]([C:34]1[CH2:30][N:31]([O:46][CH2:2][C:3]2[CH:26]=[CH:25][C:6]([O:7][CH2:8][C:9]3[N:10]=[C:11]([C:15]4[CH:16]=[C:17]([CH:22]=[CH:23][CH:24]=4)[C:18]([O:20][CH3:21])=[O:19])[O:12][C:13]=3[CH3:14])=[C:5]([O:27][CH3:28])[CH:4]=2)[N:32]([C:37]2[CH:42]=[CH:41][CH:40]=[CH:39][CH:38]=2)[CH:33]=1)=[O:36] |f:3.4|. Procedure: To a mixture of methyl 3-{4-[(4-chloromethyl-2-methoxyphenoxy)methyl]-5-methyl-1,3-oxazol-2-yl}benzoate (1.00 g), 3-hydroxy-1-phenyl-1H-pyrazole-4-carbaldehyde (0.45 g), and N,N-dimethylformamide (30 mL) was added sodium hydride (60% in oil, 0.10 g) at room temperature, and the mixture was stirred at 90° C. for 1 hr. Water was poured into the reaction mixture, and the mixture was extracted with ethyl acetate. The organic layer was washed with saturated brine, dried over anhydrous magnesium sulfa...